The task is: describe an organic reaction: reactants, conditions, products, and yield. This data is from the Open Reaction Database (ORD), a public repository of structured organic reaction records. The reactants are O (Water), BrC=1N(C2=CC=CC(=C2C(C1)=O)C1=C(C=C(C=C1)C)C)C(CCC)CCC (Bromo-5-(2,4-dimethylphenyl)-1-(1-propylbutyl)quinolin-4(1H)-one), CB(O)O (methylboronic acid), C([O-])([O-])=O.[K+].[K+] (potassium carbonate). Reagents/catalysts: C=1C=CC(=CC1)[P](C=2C=CC=CC2)(C=3C=CC=CC3)[Pd]([P](C=4C=CC=CC4)(C=5C=CC=CC5)C=6C=CC=CC6)([P](C=7C=CC=CC7)(C=8C=CC=CC8)C=9C=CC=CC9)[P](C=1C=CC=CC1)(C=1C=CC=CC1)C=1C=CC=CC1 (tetrakis(triphenylphosphine)palladium(0)). Run in O1CCOCC1 (dioxane). Run at temperature 90 celsius, time 8 hour. The product is ethyl acetate hexanes, CC1=C(C=CC(=C1)C)C1=C2C(C(=CN(C2=CC=C1)C(CCC)CCC)C)=O (5-(2,4-Dimethylphenyl)-3-methyl-1-(1-propylbutyl)quinolin-4(1H)-one). The yield is 43.0%. Reaction SMILES: Br[C:2]1[N:3]([CH:21]([CH2:25][CH2:26][CH3:27])[CH2:22][CH2:23][CH3:24])[C:4]2[C:9]([C:10](=[O:12])[CH:11]=1)=[C:8]([C:13]1[CH:18]=[CH:17][C:16]([CH3:19])=[CH:15][C:14]=1[CH3:20])[CH:7]=[CH:6][CH:5]=2.[CH3:28]B(O)O.C(=O)([O-])[O-].[K+].[K+].O>O1CCOCC1.C1C=CC([P]([Pd]([P](C2C=CC=CC=2)(C2C=CC=CC=2)C2C=CC=CC=2)([P](C2C=CC=CC=2)(C2C=CC=CC=2)C2C=CC=CC=2)[P](C2C=CC=CC=2)(C2C=CC=CC=2)C2C=CC=CC=2)(C2C=CC=CC=2)C2C=CC=CC=2)=CC=1>[CH3:20][C:14]1[CH:15]=[C:16]([CH3:19])[CH:17]=[CH:18][C:13]=1[C:8]1[CH:7]=[CH:6][CH:5]=[C:4]2[C:9]=1[C:10](=[O:12])[C:11]([CH3:28])=[CH:2][N:3]2[CH:21]([CH2:25][CH2:26][CH3:27])[CH2:22][CH2:23][CH3:24] |f:2.3.4,^1:48,50,69,88|. Reported procedure: 3 Bromo-5-(2,4-dimethylphenyl)-1-(1-propylbutyl)quinolin-4(1H)-one was then charged with methylboronic acid (0.19 g, 3.2 mmol), potassium carbonate (0.22 g, 1.6 mmol), tetrakis(triphenylphosphine)palladium(0) (0.18 g, 0.16 mmol) and diluted with dioxane (8 mL) under nitrogen gas. Water (29 μL, 1.6 mmol) was added last. The reaction was stirred at 90° C. overnight. The solution was cooled and concentrated. Flash chromatography (40% ethyl acetate/hexanes) gave 0.049 g (43% yield) of the title comp... Reactants: CCO, CCOC(=O)c1ncn2c1C1CCN1C(=O)c1c-2ccc(F)c1F, [Na+], [OH-], O. Yields the product O=C(O)c1ncn2c1C1CCN1C(=O)c1c-2ccc(F)c1F. As a reaction SMILES: [CH3:27][CH2:28][OH:29].[F:3][c:4]1[cH:5][cH:6][c:7]2[c:8]([c:25]1[F:26])[C:9](=[O:24])[N:10]1[CH:11]([c:12]3[n:13]-2[cH:14][n:15][c:16]3[C:17](=[O:18])[O:19][CH2:20][CH3:21])[CH2:22][CH2:23]1.[Na+:2].[OH-:1].[OH2:30]>>[F:3][c:4]1[cH:5][cH:6][c:7]2[c:8]([c:25]1[F:26])[C:9](=[O:24])[N:10]1[CH:11]([c:12]3[n:13]-2[cH:14][n:15][c:16]3[C:17](=[O:18])[OH:19])[CH2:22][CH2:23]1. Starting materials: ClC=1C=2N(C(=C(C1)C(=O)N(C)OC)N1CCN(CC1)C(=O)OC(C)(C)C)C=NC2 (tert-butyl 4-(8-chloro-6-{[methoxy(methyl)amino]carbonyl}imidazo[1,5-a]pyridin-5-yl)piperazine-1-carboxylate), C(=O)(O)[O-].[Na+] (NaHCO3), C[Mg]Cl (methylmagnesium chloride), Cl (hydrogen chloride), O (water). Solvent: O1CCCC1 (tetrahydrofuran), O1CCCC1 (tetrahydrofuran). Conditions: temperature 0 celsius, time 30 minute. Yields the product C(C)(=O)C=1C=C(C=2N(C1N1CCN(CC1)C(=O)OC(C)(C)C)C=NC2)Cl (tert-Butyl 4-(6-acetyl-8-chloroimidazo[1,5-a]pyridin-5-yl)piperazine-1-carboxylate). Yield: 78.0%. RXN SMILES: [Cl:1][C:2]1[C:3]2[N:4]([CH:27]=[N:28][CH:29]=2)[C:5]([N:14]2[CH2:19][CH2:18][N:17]([C:20]([O:22][C:23]([CH3:26])([CH3:25])[CH3:24])=[O:21])[CH2:16][CH2:15]2)=[C:6]([C:8](N(OC)C)=[O:9])[CH:7]=1.[CH3:30][Mg]Cl.Cl.O.C([O-])(O)=O.[Na+]>O1CCCC1>[C:8]([C:6]1[CH:7]=[C:2]([Cl:1])[C:3]2[N:4]([CH:27]=[N:28][CH:29]=2)[C:5]=1[N:14]1[CH2:19][CH2:18][N:17]([C:20]([O:22][C:23]([CH3:25])([CH3:26])[CH3:24])=[O:21])[CH2:16][CH2:15]1)(=[O:9])[CH3:30] |f:4.5|. Procedure details: Into a microwave vial was placed a solution of tert-butyl 4-(8-chloro-6-{[methoxy(methyl)amino]carbonyl}imidazo[1,5-a]pyridin-5-yl)piperazine-1-carboxylate (31 mg, 0.073 mmol) in anhydrous tetrahydrofuran (0.5 mL) under N2 at 0° C. A solution of 3.0 M methylmagnesium chloride in tetrahydrofuran (85 μL, 0.26 mmol) was added dropwise. The solution was stirred at 0° C. for 30 minutes. It was stirred for 2 hours at room temperature. The reaction solution was quenched at 0° C. with 1.0 M hydrogen chl... Reaction SMILES: [N+:1]([C:4]1[CH:9]=[CH:8][C:7]([O:10][CH2:11][CH:12]2[O:14][CH2:13]2)=[CH:6][CH:5]=1)([O-])=O.[OH-:15].[Na+]>C(O)(=O)C>[NH2:1][C:4]1[CH:9]=[CH:8][C:7]([O:15][CH2:13][CH:12]([OH:14])[CH2:11][O:10][CH2:13][CH:12]([OH:14])[CH2:11][O:10][C:7]2[CH:6]=[CH:5][C:4]([NH2:1])=[CH:9][CH:8]=2)=[CH:6][CH:5]=1 |f:1.2|. The product is NC1=CC=C(C=C1)OCC(COCC(COC1=CC=C(C=C1)N)O)O (3(p-Amino-Phenyloxy)-2-hydroxypropyl ether). The reactants are [N+](=O)([O-])C1=CC=C(C=C1)OCC1CO1 (glycidyl p-nitrophenyl ether), [OH-].[Na+] (sodium hydoxide). Run in C(C)(=O)O (acetic acid). Procedure details: PEG (10 g) is treated at 50° with aliquots (20 ml) of 10% aqueous glycidyl p-nitrophenyl ether and with portions (10 ml) of 10% aqueous sodium hydoxide. After 36 hours the solution is neutralized with 2 N acetic acid and evaporated. The PEG ether is extracted from the residue with benzene and precipitated by the addition of excess petroleum ether (bp 30-40). The reactants are NC1=NC=C(C=C1)C(=O)OC (2-Amino-5-methoxycarbonylpyridine), Cl (HCl). The reagents and catalysts are O=[Pt]=O (PtO2). The solvent is C(C)O (ethanol). Conditions: time 2 hour. Yields the product Cl.NC1=NCC(CC1)C(=O)O (2-Amino-3,4,5,6-tetrahydropyridine-5-carboxylic acid HCL). The yield is 89.1%. Reaction SMILES: [NH2:1][C:2]1[CH:7]=[CH:6][C:5]([C:8]([O:10]C)=[O:9])=[CH:4][N:3]=1.[ClH:12]>C(O)C.O=[Pt]=O>[ClH:12].[NH2:1][C:2]1[CH2:7][CH2:6][CH:5]([C:8]([OH:10])=[O:9])[CH2:4][N:3]=1 |f:4.5|. Reported procedure: 2-Amino-5-methoxycarbonylpyridine (0.912 g, 6.6 mmol) was dissolved in 90% ethanol (137 ml) and conc. HCl (3.5 ml, 40 mmol) was added. The solution was hydrogenated over PtO2 (200 mg) in a Parr shaker apparatus at room temperature and 29 psig for 2 hours. Filtration and evaporation gave 1.05 g (89%) crude white crystals identified as the product by 400 MHz nmr and ir 3350, 3011, 1714 cm-1.